This data is from the Open Reaction Database (ORD), a public repository of structured organic reaction records. The task is: describe an organic reaction: reactants, conditions, products, and yield Starting materials: [Al+3], [BH4-], C1CCOC1, Cc1ccccc1, [Ce+3], [Cl-], [Cl-], [Cl-], O=[PH](c1ccc(Cl)cc1)c1ccc(Cl)cc1, [H-], [H-], [H-], [H-], [Li+], [Na+]. Product: B, Clc1ccc(Pc2ccc(Cl)cc2)cc1. As a reaction SMILES: [Al+3:24].[BH4-:5].[CH2:29]1[O:30][CH2:31][CH2:32][CH2:33]1.[CH3:34][c:35]1[cH:36][cH:37][cH:38][cH:39][cH:40]1.[Ce+3:2].[Cl-:1].[Cl-:3].[Cl-:4].[Cl:7][c:8]1[cH:9][cH:10][c:11]([PH:14]([c:15]2[cH:16][cH:17][c:18]([Cl:21])[cH:19][cH:20]2)=[O:22])[cH:12][cH:13]1.[H-:23].[H-:26].[H-:27].[H-:28].[Li+:25].[Na+:6]>>[BH3:5].[Cl:7][c:8]1[cH:9][cH:10][c:11]([PH:14][c:15]2[cH:16][cH:17][c:18]([Cl:21])[cH:19][cH:20]2)[cH:12][cH:13]1. Starting materials: N[C@@H](CC1=CC=CC=C1)[C@H]([C@H]([C@H](CC1=CC=CC=C1)N)O)O ((2S,3R,4S,5S)-2,5-diamino-3,4-dihydroxy-1,6-diphenylhexane), C1=CC(=CC=C1[N+](=O)[O-])OC(=O)OCC2=CN=CS2 (((5-thiazolyl)methyl)-(4-nitrophenyl)carbonate). Procedure: A solution of 0.133 mmol of (2S,3R,4S,5S)-2,5-diamino-3,4-dihydroxy-1,6-diphenylhexane and 0.147 mmol of ((5-thiazolyl)methyl)-(4-nitrophenyl)carbonate in 10 ml of tetrahydrofuran was stirred at ambient temperature for 16 h. The resulting solution was diluted with 50 ml of chloroform, washed with several portions of 3N aqueous NaOH, dried over Na2SO4, and concentrated in vacuo. Silica gel chromatography of the residue provided the desired compound. Run in O1CCCC1 (tetrahydrofuran), C(Cl)(Cl)Cl (chloroform). Reaction SMILES: [NH2:1][C@H:2]([C@@H:10]([OH:22])[C@@H:11]([OH:21])[C@@H:12]([NH2:20])[CH2:13][C:14]1[CH:19]=[CH:18][CH:17]=[CH:16][CH:15]=1)[CH2:3][C:4]1[CH:9]=[CH:8][CH:7]=[CH:6][CH:5]=1.C1C([N+]([O-])=O)=CC=C([O:32][C:33]([O:35][CH2:36][C:37]2[S:41][CH:40]=[N:39][CH:38]=2)=O)C=1>O1CCCC1.C(Cl)(Cl)Cl>[NH2:1][C@@H:2]([CH2:3][C:4]1[CH:9]=[CH:8][CH:7]=[CH:6][CH:5]=1)[C@H:10]([OH:22])[C@H:11]([OH:21])[C@@H:12]([NH:20][C:33]([O:35][CH2:36][C:37]1[S:41][CH:40]=[N:39][CH:38]=1)=[O:32])[CH2:13][C:14]1[CH:19]=[CH:18][CH:17]=[CH:16][CH:15]=1. Yields the product N[C@H]([C@@H]([C@@H]([C@H](CC1=CC=CC=C1)NC(=O)OCC1=CN=CS1)O)O)CC1=CC=CC=C1 ((2S,3R,4S,5S)-5-Amino-2-(N-((5-thiazolyl)methoxycarbonyl)amino)-3,4-dihydroxy-1,6-diphenylhexane).